This data is from the Open Reaction Database (ORD), a public repository of structured organic reaction records. The task is: describe an organic reaction: reactants, conditions, products, and yield The reactants are CCOC(=O)C(C)(C)Sc1cnc(N)s1, CC1CCC(N(CCOCc2ccccc2Cl)C(=O)Nc2ncc(SCC(C)(C)C(=O)O)s2)CC1, Nc1ncc(SC2(C(=O)O)CCCCC2)s1. The product is CC1CCC(N(CCOCc2ccccc2Cl)C(=O)Nc2ncc(SC3(C(=O)O)CCCCC3)s2)CC1. RXN SMILES: [CH2:52]([O:53][C:54](=[O:55])[C:56]([S:57][c:58]1[s:59][c:60]([NH2:61])[n:62][cH:63]1)([CH3:64])[CH3:65])[CH3:66].[Cl:1][c:2]1[c:3]([CH2:4][O:5][CH2:6][CH2:7][N:8]([C:9]([NH:10][c:11]2[s:12][c:13]([S:14][CH2:15][C:16]([CH3:17])([CH3:18])[C:19]([OH:20])=[O:21])[cH:22][n:23]2)=[O:24])[CH:25]2[CH2:26][CH2:27][CH:28]([CH3:31])[CH2:29][CH2:30]2)[cH:32][cH:33][cH:34][cH:35]1.[NH2:36][c:37]1[s:38][c:39]([S:42][C:43]2([C:49](=[O:50])[OH:51])[CH2:44][CH2:45][CH2:46][CH2:47][CH2:48]2)[cH:40][n:41]1>>[Cl:1][c:2]1[c:3]([CH2:4][O:5][CH2:6][CH2:7][N:8]([C:9](=[O:24])[NH:36][c:37]2[s:38][c:39]([S:42][C:43]3([C:49](=[O:50])[OH:51])[CH2:44][CH2:45][CH2:46][CH2:47][CH2:48]3)[cH:40][n:41]2)[CH:25]2[CH2:26][CH2:27][CH:28]([CH3:31])[CH2:29][CH2:30]2)[cH:32][cH:33][cH:34][cH:35]1. Reactants: C(C)(=O)OCCCCC[C@H]1[C@H]2[C@@H]3CCC([C@@]3(C)CC[C@@H]2C=2C=CC(=CC2C1)O)=O (7α-(5-acetoxypentyl)-3-hydroxy-estra-1,3,5(10)-trien-17-one), C(C)(=O)OC(C)=O (acetic anhydride). Run in N1=CC=CC=C1 (pyridine). Product: C(C)(=O)OC1=CC=2C[C@H]([C@H]3[C@@H]4CCC([C@@]4(C)CC[C@@H]3C2C=C1)=O)CCCCCOC(C)=O (3-acetoxy-7α-(5-acetoxypentyl)-estra-1,3,5(10)-trien-17-one). RXN SMILES: [C:1]([O:4][CH2:5][CH2:6][CH2:7][CH2:8][CH2:9][C@@H:10]1[CH2:27][C:26]2[CH:25]=[C:24]([OH:28])[CH:23]=[CH:22][C:21]=2[C@@H:20]2[C@@H:11]1[C@H:12]1[C@@:16]([CH2:18][CH2:19]2)([CH3:17])[C:15](=[O:29])[CH2:14][CH2:13]1)(=[O:3])[CH3:2].[C:30](OC(=O)C)(=[O:32])[CH3:31]>N1C=CC=CC=1>[C:30]([O:28][C:24]1[CH:23]=[CH:22][C:21]2[C@@H:20]3[C@H:11]([C@H:12]4[C@@:16]([CH2:18][CH2:19]3)([CH3:17])[C:15](=[O:29])[CH2:14][CH2:13]4)[C@H:10]([CH2:9][CH2:8][CH2:7][CH2:6][CH2:5][O:4][C:1](=[O:3])[CH3:2])[CH2:27][C:26]=2[CH:25]=1)(=[O:32])[CH3:31]. Reported procedure: A solution of 60.4 g of 7α-(5-acetoxypentyl)-3-hydroxy-estra-1,3,5(10)-trien-17-one in 300 ml of pyridine is stirred with 150 ml of acetic anhydride for 1 hour at room temperature. Then, it is precipitated with a mixture of ice/water/common salt/hydrochloric acid, taken up with ethyl acetate, washed neutral with sodium bicarbonate and common salt solution, and dried on sodium sulfate and concentrated by evaporation in a vacuum. 63.9 g of 3-acetoxy-7α-(5-acetoxypentyl)-estra-1,3,5(10)-trien-17-on... The reactants are C(C)(=O)OCC (ethyl acetate), OCCNC(=O)C1=NC(=NC(=C1OCC1=CC=CC=C1)O)CC1(CCCC1)C1=CC=CC2=CC=CC=C12 (5-benzyloxy-6-hydroxy-2-(1-naphthalen-1-yl-cyclopentylmethyl)-pyrimidine-4-carboxylic acid (2-hydroxyethyl)-amide), N(=NC(=O)OC(C)C)C(=O)OC(C)C (diisopropyl azodicarboxylate), C1(=CC=CC=C1)P(C1=CC=CC=C1)C1=CC=CC=C1 (triphenyl phosphine). Run in ClCCl (dichloromethane). Conditions: time 15 minute. Product: C(C1=CC=CC=C1)OC1=C2N(C(=NC1=O)CC1(CCCC1)C1=CC=CC3=CC=CC=C13)CCNC2=O (9-benzyloxy-6-(1-naphthalen-1-yl-cyclopentylmethyl)-3,4-dihydro-2H-pyrazino[1,2-c]pyrimidine-1,8-dione). Yield: 484.1%. RXN SMILES: O[CH2:2][CH2:3][NH:4][C:5]([C:7]1[C:12]([O:13][CH2:14][C:15]2[CH:20]=[CH:19][CH:18]=[CH:17][CH:16]=2)=[C:11]([OH:21])[N:10]=[C:9]([CH2:22][C:23]2([C:28]3[C:37]4[C:32](=[CH:33][CH:34]=[CH:35][CH:36]=4)[CH:31]=[CH:30][CH:29]=3)[CH2:27][CH2:26][CH2:25][CH2:24]2)[N:8]=1)=[O:6].N(C(OC(C)C)=O)=NC(OC(C)C)=O.C1(P(C2C=CC=CC=2)C2C=CC=CC=2)C=CC=CC=1.C(OCC)(=O)C>ClCCl>[CH2:14]([O:13][C:12]1[C:11](=[O:21])[N:10]=[C:9]([CH2:22][C:23]2([C:28]3[C:37]4[C:32](=[CH:33][CH:34]=[CH:35][CH:36]=4)[CH:31]=[CH:30][CH:29]=3)[CH2:27][CH2:26][CH2:25][CH2:24]2)[N:8]2[CH2:2][CH2:3][NH:4][C:5](=[O:6])[C:7]=12)[C:15]1[CH:16]=[CH:17][CH:18]=[CH:19][CH:20]=1. Procedure: To a solution mixture of 5-benzyloxy-6-hydroxy-2-(1-naphthalen-1-yl-cyclopentylmethyl)-pyrimidine-4-carboxylic acid (2-hydroxyethyl)-amide (347) (140 mg, 0.28 mmol) and diisopropyl azodicarboxylate (0.28 mL, 1.41 mmol) in dichloromethane (70 mL) was added triphenyl phosphine (443 mg, 1.69 mmol) at room temperature and the reaction mixture was stirred for 15 min at the same temperature. The yellow color disappeared (silica TLC, ethyl acetate 100%; Rf=0.2). The dichloromethane was removed in vacuu...